This data is from the Open Reaction Database (ORD), a public repository of structured organic reaction records. The task is: describe an organic reaction: reactants, conditions, products, and yield Starting materials: NC1=NC=CC=C1O (2-Amino-3-hydroxypyridine), C(C)(=O)C1C(=O)OCC1 (2-acetyl-butyrolactone), C1(=CC=C(C=C1)S(=O)(=O)O)C (p-toluenesulfonic acid). Run in C=1(C(=CC=CC1)C)C (xylene). Product: OC1=CC=CN2C1=NC(=C(C2=O)CCO)C (9-hydroxy-3-(2-hydroxyethyl)-2-methyl-4H-pyrido[1,2-a]pyrimidin-4-one). Reaction SMILES: [NH2:1][C:2]1[C:7]([OH:8])=[CH:6][CH:5]=[CH:4][N:3]=1.[C:9]([CH:12]1[CH2:17][CH2:16][O:15][C:13]1=[O:14])(=O)[CH3:10].C1(C)C=CC(S(O)(=O)=O)=CC=1>C1(C)C(C)=CC=CC=1>[OH:8][C:7]1[C:2]2=[N:1][C:9]([CH3:10])=[C:12]([CH2:17][CH2:16][OH:15])[C:13](=[O:14])[N:3]2[CH:4]=[CH:5][CH:6]=1. Procedure: During chemical development this process was altered. 2-Amino-3-hydroxypyridine was reacted with 2-acetyl-butyrolactone in the presence of p-toluenesulfonic acid in xylene to yield 9-hydroxy-3-(2-hydroxyethyl)-2-methyl-4H-pyrido[1,2-a]pyrimidin-4-one; this product proved to be poorly soluble in xylene resulting in deposit formation on the wall of the reaction vessel and discoloration of the reaction mixture to black. Procedure: A solution of N-cyclohexyl-N-methyl-4-[2-acetamido-3-tert-butoxycarbonylmethyl-3,4-dihydroquinazolin-6-yl]oxybutyramide in ethyl acetate saturated with hydrogen chloride was stirred for 1 hour at room temperature. The resulting precipate was collected by filtration and dried to afford the title compound as a hygroscopic solid. The reactants are C1(CCCCC1)N(C(CCCOC=1C=C2CN(C(=NC2=CC1)NC(C)=O)CC(=O)OC(C)(C)C)=O)C (N-cyclohexyl-N-methyl-4-[2-acetamido-3-tert-butoxycarbonylmethyl-3,4-dihydroquinazolin-6-yl]oxybutyramide), Cl (hydrogen chloride). As a reaction SMILES: [CH:1]1([N:7]([CH3:36])[C:8](=[O:35])[CH2:9][CH2:10][CH2:11][O:12][C:13]2[CH:14]=[C:15]3[C:20](=[CH:21][CH:22]=2)[N:19]=[C:18]([NH:23][C:24](=[O:26])[CH3:25])[N:17]([CH2:27][C:28]([O:30]C(C)(C)C)=[O:29])[CH2:16]3)[CH2:6][CH2:5][CH2:4][CH2:3][CH2:2]1.[ClH:37]>C(OCC)(=O)C>[ClH:37].[CH:1]1([N:7]([CH3:36])[C:8](=[O:35])[CH2:9][CH2:10][CH2:11][O:12][C:13]2[CH:14]=[C:15]3[C:20](=[CH:21][CH:22]=2)[N:19]=[C:18]([NH:23][C:24](=[O:26])[CH3:25])[N:17]([CH2:27][C:28]([OH:30])=[O:29])[CH2:16]3)[CH2:6][CH2:5][CH2:4][CH2:3][CH2:2]1 |f:3.4|. Solvent: C(C)(=O)OCC (ethyl acetate). The product is Cl.C1(CCCCC1)N(C(CCCOC=1C=C2CN(C(=NC2=CC1)NC(C)=O)CC(=O)O)=O)C (N-Cyclohexyl-N-methyl-4-[2-acetamido-3-carboxymethyl-3,4-dihydroquinazolin-6-yl]oxybutyramide hydrochloride). Reactants: CC(=O)O, CCOP(=O)(CN)CC(CC(C)C)C(=O)NC(CC(C)C)C(=O)NC, O=C1OC(=O)C(c2ccccc2)=C1c1ccccc1. The product is CCOP(=O)(CC(CC(C)C)C(=O)NC(CC(C)C)C(=O)NC)CN1C(=O)C(c2ccccc2)=C(c2ccccc2)C1=O. RXN SMILES: [C:1]([OH:2])(=[O:3])[CH3:4].[CH2:5]([CH3:6])[O:7][P:8](=[O:9])([CH2:10][CH:11]([CH2:12][CH:13]([CH3:14])[CH3:15])[C:16]([NH:17][CH:18]([CH2:19][CH:20]([CH3:21])[CH3:22])[C:23]([NH:24][CH3:25])=[O:26])=[O:27])[CH2:28][NH2:29].[c:30]1([C:36]2=[C:37]([c:43]3[cH:44][cH:45][cH:46][cH:47][cH:48]3)[C:38](=[O:39])[O:40][C:41]2=[O:42])[cH:31][cH:32][cH:33][cH:34][cH:35]1>>[CH2:5]([CH3:6])[O:7][P:8](=[O:9])([CH2:10][CH:11]([CH2:12][CH:13]([CH3:14])[CH3:15])[C:16]([NH:17][CH:18]([CH2:19][CH:20]([CH3:21])[CH3:22])[C:23]([NH:24][CH3:25])=[O:26])=[O:27])[CH2:28][N:29]1[C:38](=[O:39])[C:37]([c:43]2[cH:44][cH:45][cH:46][cH:47][cH:48]2)=[C:36]([c:30]2[cH:31][cH:32][cH:33][cH:34][cH:35]2)[C:41]1=[O:40]. Starting materials: CC#N, N#Cc1cc2sccc2nc1Cl, Cl, [I-], [Na+], O. Yields the product N#Cc1cc2sccc2nc1I. RXN SMILES: [CH3:17][C:18]#[N:19].[Cl:1][c:2]1[c:3]([C:11]#[N:12])[cH:4][c:5]2[c:6]([n:7]1)[cH:8][cH:9][s:10]2.[ClH:15].[I-:14].[Na+:13].[OH2:16]>>[c:2]1([I:14])[c:3]([C:11]#[N:12])[cH:4][c:5]2[c:6]([n:7]1)[cH:8][cH:9][s:10]2. Starting materials: NC1=NC=CC(=C1)C (2-Amino-4-picoline), C[C@H]1/C=C/C=C(\C(=O)NC2=CC3(C4=C5C(=C(C(=C4C2=O)O)C)O[C@@](C5=O)(O/C=C/[C@@H]([C@H]([C@H]([C@@H]([C@@H]([C@@H]([C@H]1O)C)O)C)OC(=O)C)C)OC)C)OCC(=O)O3)/C (Rifamycin O), C(C)O (ethanol), O=C1C(O)=C(O)[C@H](O1)[C@@H](O)CO (ascorbic acid). Run in Cl (HCl), O (water), Cl (HCl), O (water). Conditions: temperature 27.5 celsius, time 15 minute. Yields the product CC=1C=CN2C(C1)=NC3=C2C4=C(C5=C3C6=C(C(=C5O)C)O[C@@](C6=O)(O/C=C/[C@@H]([C@H]([C@H]([C@@H]([C@@H]([C@@H]([C@H]([C@H](/C=C/C=C(\C(=O)N4)/C)C)O)C)O)C)OC(=O)C)C)OC)C)O (Rifaximin). RXN SMILES: [CH3:1][C@@H:2]1[C@H:36]([OH:37])[C@@H:35]([CH3:38])[C@@H:34]([OH:39])[C@@H:33]([CH3:40])[C@H:32]([O:41][C:42]([CH3:44])=[O:43])[C@H:31]([CH3:45])[C@@H:30]([O:46][CH3:47])[CH:29]=[CH:28][O:27][C@:24]2([CH3:48])[C:25](=[O:26])[C:14]3[C:15]([O:23]2)=[C:16]([CH3:22])[C:17]([OH:21])=[C:18]2[C:19](=[O:20])[C:10](=[CH:11][C:12]4(OC(=O)CO4)[C:13]=32)[NH:9][C:7](=[O:8])[C:6]([CH3:54])=[CH:5][CH:4]=[CH:3]1.C(O)C.[NH2:58][C:59]1[CH:64]=[C:63]([CH3:65])[CH:62]=[CH:61][N:60]=1.O=C1O[C@H]([C@H](CO)O)C(O)=C1O>Cl.O>[CH3:65][C:63]1[CH:62]=[CH:61][N:60]2[C:11]3[C:10]4[NH:9][C:7](=[O:8])[C:6]([CH3:54])=[CH:5][CH:4]=[CH:3][C@H:2]([CH3:1])[C@H:36]([OH:37])[C@@H:35]([CH3:38])[C@@H:34]([OH:39])[C@@H:33]([CH3:40])[C@H:32]([O:41][C:42]([CH3:44])=[O:43])[C@H:31]([CH3:45])[C@@H:30]([O:46][CH3:47])[CH:29]=[CH:28][O:27][C@:24]5([CH3:48])[C:25](=[O:26])[C:14]6=[C:15]([O:23]5)[C:16]([CH3:22])=[C:17]([OH:21])[C:18](=[C:13]6[C:12]=3[N:58]=[C:59]2[CH:64]=1)[C:19]=4[OH:20]. Procedure details: Rifamycin O (50 g) and 76 ml of ethanol were stirred in a RBF at 20-30° C., for 15 minutes, DM water (100 ml) and 21.5 g of 2-Amino-4-picoline were added and stirred for 15 minutes at 25-30° C. The reaction mass was heated to 47° C. and stirred for 4-5 hours. Reaction mass was cooled to 20° C. and a solution of 1.32 g of ascorbic acid in 10 ml of concentrated HCl and 7.1 ml of DM water was added into it in 30 minutes. The reaction mixture was stirred for 30 minutes at 20° C.; ˜8.75 ml of concent... Starting materials: C1(=CC=CC=C1)C=1N=C(NC1)C(C)N (1-(4-Phenyl-1H-imidazol-2-yl)-ethylamine), CC(=O)C (acetone), [BH-](OC(=O)C)(OC(=O)C)OC(=O)C.[Na+] (NaBH(OAc)3). Run in ClCCCl (1,2-dichloroethane). Run at time 3 hour. Yields the product C(C)(C)NC(C)C=1NC=C(N1)C1=CC=CC=C1 (isopropyl-[1-(4-phenyl-1H-imidazol-2-yl)-ethyl]-amine). Yield: 93.7%. RXN SMILES: [C:1]1([C:7]2[N:8]=[C:9]([CH:12]([NH2:14])[CH3:13])[NH:10][CH:11]=2)[CH:6]=[CH:5][CH:4]=[CH:3][CH:2]=1.[CH3:15][C:16]([CH3:18])=O.[BH-](OC(C)=O)(OC(C)=O)OC(C)=O.[Na+]>ClCCCl>[CH:16]([NH:14][CH:12]([C:9]1[NH:10][CH:11]=[C:7]([C:1]2[CH:2]=[CH:3][CH:4]=[CH:5][CH:6]=2)[N:8]=1)[CH3:13])([CH3:18])[CH3:15] |f:2.3|. Procedure: 1-(4-Phenyl-1H-imidazol-2-yl)-ethylamine (0.20 g, 1.07 mmol) and acetone (0.062 g, 1.07 mmol) were mixed in 1,2-dichloroethane (4 mL), followed by the addition of NaBH(OAc)3 (0.34 g, 1.61 mmol). The resulting mixture was stirred at it for 3 h. The reaction was quenched with saturated NaHCO3 solution. The mixture was extracted with EtOAc and the combined extracts were dried over Na2SO4. Filtration followed by evaporation to dryness under reduced pressure gave the crude isopropyl-[1-(4-phenyl-1H-i... The reactants are C(N)(OCC1C2=C(C=C(C=C2N2CC3NC3C1(O2)O)C=NOC)O)=O (6,9-Dihydroxy-4-methoxyiminomethyl-14-oxa-1,11-diazatetracyclo[7.4.1.02,7.010,12 ]tetradeca-2,4,6-trien-8-ylmethyl carbamate). The solvent is N1=CC=CC=C1 (pyridine), C(C)(=O)OC(C)=O (acetic anhydride). Run at time 12 hour. The product is C(C)(=O)OC=1C=C(C=C2N3CC4N(C4C(C(C12)COC(N)=O)(O3)OC(C)=O)C(C)=O)C=NOC (11-acetyl-8-carbamoyloxymethyl-4-methoxyiminomethyl-14-oxa-1,11-diazatetracyclo[7.4.1.02,7.010,12 ]tetradeca-2,4,6-trien-6,9-diyl diacetate). Yield: 165.8%. RXN SMILES: [C:1](=[O:25])([O:3][CH2:4][CH:5]1[C:17]2([OH:19])[O:18][N:12]([CH2:13][CH:14]3[CH:16]2[NH:15]3)[C:11]2[C:6]1=[C:7]([OH:24])[CH:8]=[C:9]([CH:20]=[N:21][O:22][CH3:23])[CH:10]=2)[NH2:2]>N1C=CC=CC=1.C(OC(=O)C)(=O)C>[C:4]([O:24][C:7]1[CH:8]=[C:9]([CH:20]=[N:21][O:22][CH3:23])[CH:10]=[C:11]2[C:6]=1[CH:5]([CH2:4][O:3][C:1](=[O:25])[NH2:2])[C:17]1([O:19][C:17](=[O:18])[CH3:16])[O:18][N:12]2[CH2:13][CH:14]2[CH:16]1[N:15]2[C:7](=[O:24])[CH3:6])(=[O:3])[CH3:5]. Procedure details: 6,9-Dihydroxy-4-methoxyiminomethyl-14-oxa-1,11-diazatetracyclo[7.4.1.02,7.010,12 ]tetradeca-2,4,6-trien-8-ylmethyl carbamate (55 mg) was dissolved in a mixture of pyridine (3 ml) and acetic anhydride (1.5 ml) and stirred for 12 hours at ambient temperature. The mixture was evaporated in vacuo and subjected to preparative thin layer chromatography, which was developed with a mixture of chloroform and methanol (20:1, v/v) to afford 11-acetyl-8-carbamoyloxymethyl-4-methoxyiminomethyl-14-oxa-1,11-di...